This data is from the Open Reaction Database (ORD), a public repository of structured organic reaction records. The task is: describe an organic reaction: reactants, conditions, products, and yield Reactants: CCN1C(=O)N(C)CC1C(=O)OC(C)(C)C, ClCCl, O=C(O)C(F)(F)F, O=C(O)C(F)(F)F. Product: CCN1C(=O)N(C)CC1C(=O)O. As a reaction SMILES: [CH2:8]([CH3:9])[N:10]1[C:11](=[O:23])[N:12]([CH3:22])[CH2:13][CH:14]1[C:15](=[O:16])[O:17][C:18]([CH3:19])([CH3:20])[CH3:21].[Cl:31][CH2:32][Cl:33].[F:24][C:25]([F:26])([F:27])[C:28]([OH:29])=[O:30].[OH:1][C:2]([C:3]([F:4])([F:5])[F:6])=[O:7]>>[CH2:8]([CH3:9])[N:10]1[C:11](=[O:23])[N:12]([CH3:22])[CH2:13][CH:14]1[C:15](=[O:16])[OH:17]. Reaction SMILES: [Si]([O:18][CH2:19][C@H:20]([CH3:62])[CH2:21][N:22]([S:53]([C:56]1[CH:61]=[CH:60][CH:59]=[CH:58][N:57]=1)(=[O:55])=[O:54])[C:23]1[CH:40]=[C:39]([C:41]2C=CC=CC=2)[C:38]([C:47]2C=CC=CC=2)=[CH:37][C:24]=1[O:25][CH2:26][C:27]1[CH:36]=[CH:35][C:30]([C:31]([O:33][CH3:34])=[O:32])=[CH:29][CH:28]=1)(C(C)(C)C)(C1C=CC=CC=1)C1C=CC=CC=1.[F-].C([N+](CCCC)(CCCC)CCCC)CCC.C1COCC1.C(=O)([O-])O.[Na+]>C1COCC1>[OH:18][CH2:19][C@H:20]([CH3:62])[CH2:21][N:22]([S:53]([C:56]1[CH:61]=[CH:60][CH:59]=[CH:58][N:57]=1)(=[O:55])=[O:54])[C:23]1[CH:40]=[C:39]([CH3:41])[C:38]([CH3:47])=[CH:37][C:24]=1[O:25][CH2:26][C:27]1[CH:28]=[CH:29][C:30]([C:31]([O:33][CH3:34])=[O:32])=[CH:35][CH:36]=1 |f:1.2.3,4.5|. Procedure: 840 mg of methyl 4-[(2-{[(2R)-3-{[tert-butyl(diphenyl)silyl]oxy}-2-methylpropyl](pyridin-2-ylsulfonyl)amino}-4,5-diphenylphenoxy)methyl]benzoate was dissolved in 8.40 mL of THF, and 0.554 mL of a 1 M tetrabutyl ammonium fluoride/THF solution was added thereto at room temperature, followed by stirring at room temperature for 2 hours. To the reaction liquid was added a saturated aqueous sodium hydrogen carbonate solution, followed by extraction with ethyl acetate. The organic layer was washed with... Conditions: time 2 hour. Run in C1CCOC1 (THF). The yield is 96.2%. Yields the product OC[C@@H](CN(C1=C(OCC2=CC=C(C(=O)OC)C=C2)C=C(C(=C1)C)C)S(=O)(=O)C1=NC=CC=C1)C (methyl 4-[(2-{[(2R)-3-hydroxy-2-methylpropyl](pyridin-2-ylsulfonyl)amino}-4,5-dimethylphenoxy)methyl]benzoate). The reactants are [F-].C(CCC)[N+](CCCC)(CCCC)CCCC.C1CCOC1 (tetrabutyl ammonium fluoride THF), [Si](C1=CC=CC=C1)(C1=CC=CC=C1)(C(C)(C)C)OC[C@@H](CN(C1=C(OCC2=CC=C(C(=O)OC)C=C2)C=C(C(=C1)C1=CC=CC=C1)C1=CC=CC=C1)S(=O)(=O)C1=NC=CC=C1)C (methyl 4-[(2-{[(2R)-3-{[tert-butyl(diphenyl)silyl]oxy}-2-methylpropyl](pyridin-2-ylsulfonyl)amino}-4,5-diphenylphenoxy)methyl]benzoate), C(O)([O-])=O.[Na+] (sodium hydrogen carbonate). Starting materials: BrC1=C(N)C=CC(=C1)CC (2-bromo-4-ethylaniline), OCC(O)CO (glycerol). Product: C(C)C=1C=C2C=CC=NC2=C(C1)Br (6-ethyl-8-bromoquinoline). RXN SMILES: [Br:1][C:2]1[CH:8]=[C:7]([CH2:9][CH3:10])[CH:6]=[CH:5][C:3]=1[NH2:4].O[CH2:12][CH:13]([CH2:15]O)O>>[CH2:9]([C:7]1[CH:6]=[C:5]2[C:3](=[C:2]([Br:1])[CH:8]=1)[N:4]=[CH:15][CH:13]=[CH:12]2)[CH3:10]. Procedure: 2-bromo-4-ethylaniline and glycerol can be combined to form 6-ethyl-8-bromoquinoline, The reactants are BrCCNC(OC(C)(C)C)=O (Tert-butyl (2-bromoethyl)carbamate), solution, BrC=1C=C(C(NC1)=O)N1CCOCC1 (5-bromo-3-morpholinopyridin-2(1H)-one), [H-].[Na+] (sodium hydride). Solvent: CN(C)C=O (DMF), O (water). Run at time 15 minute. Yields the product BrC=1C=C(C(N(C1)CCNC(OC(C)(C)C)=O)=O)N1CCOCC1 (tert-butyl (2-(5-bromo-3-morpholino-2-oxopyridin-1(2H)-yl)ethyl)carbamate). As a reaction SMILES: [Br:1][C:2]1[CH:3]=[C:4]([N:9]2[CH2:14][CH2:13][O:12][CH2:11][CH2:10]2)[C:5](=[O:8])[NH:6][CH:7]=1.[H-].[Na+].Br[CH2:18][CH2:19][NH:20][C:21](=[O:27])[O:22][C:23]([CH3:26])([CH3:25])[CH3:24]>CN(C=O)C.O>[Br:1][C:2]1[CH:3]=[C:4]([N:9]2[CH2:14][CH2:13][O:12][CH2:11][CH2:10]2)[C:5](=[O:8])[N:6]([CH2:18][CH2:19][NH:20][C:21](=[O:27])[O:22][C:23]([CH3:26])([CH3:25])[CH3:24])[CH:7]=1 |f:1.2|. Procedure details: A 0.3 M solution of 5-bromo-3-morpholinopyridin-2(1H)-one (1.00 equiv.) in DMF was treated with sodium hydride (1.20 equiv.). The mixture was stirred for 15 min at ambient temperature. Tert-butyl (2-bromoethyl)carbamate (1.20 equiv.) was added. The mixture was stirred at 60° C. for 3 hr. The cooled reaction mixture was diluted with water and extracted with ethyl acetate. The combined organics were washed with saturated aqueous sodium bicarbonate, dried over sodium sulfate, filtered, and concentr... Starting materials: C(C)(=O)Cl (acetyl chloride), FC(=CC1(CC1)C1=CC2=C(C=C1)OCO2)CO (1-(2-fluoro-3-hydroxyprop-1-enyl)-1-(3,4-methylenedioxyphenyl)cyclopropane), C1=CC=CC=C1 (benzene). Solvent: N1=CC=CC=C1 (pyridine). Product: C(C)(=O)OCC(=CC1(CC1)C1=CC2=C(C=C1)OCO2)F (1-(3-Acetoxy-2-fluoroprop-1-enyl)-1-(3,4-methylenedioxyphenyl)cyclopropane). Isolated yield 93.0%. As a reaction SMILES: [C:1](Cl)(=[O:3])[CH3:2].[F:5][C:6]([CH2:20][OH:21])=[CH:7][C:8]1([C:11]2[CH:16]=[CH:15][C:14]3[O:17][CH2:18][O:19][C:13]=3[CH:12]=2)[CH2:10][CH2:9]1.C1C=CC=CC=1>N1C=CC=CC=1>[C:1]([O:21][CH2:20][C:6]([F:5])=[CH:7][C:8]1([C:11]2[CH:16]=[CH:15][C:14]3[O:17][CH2:18][O:19][C:13]=3[CH:12]=2)[CH2:9][CH2:10]1)(=[O:3])[CH3:2]. Reported procedure: The method of Example 17 was repeated using acetyl chloride (1.4 ml), 1-(2-fluoro-3-hydroxyprop-1-enyl)-1-(3,4-methylenedioxyphenyl)cyclopropane (Example 14) (0.68 g), benzene (40 ml) and pyridine (0.26 ml) to yield the title compound (0.73 g, 93%). Starting materials: Cc1c(C#CCO)cccc1OCC(=O)OC(C)(C)C, CCc1ccccc1, CCCCCCC, CC(C)[N-]C(C)C, [Cl-], [Li+], [NH4+], C1CCOC1, Cc1ccccc1, O=C(Cl)N(c1ccccc1)c1ccccc1. Product: Cc1c(C#CCOC(=O)N(c2ccccc2)c2ccccc2)cccc1OCC(=O)OC(C)(C)C. Reaction SMILES: [C:31]([CH3:32])([CH3:33])([CH3:34])[O:35][C:36]([CH2:37][O:38][c:39]1[c:40]([CH3:49])[c:41]([C:45]#[C:46][CH2:47][OH:48])[cH:42][cH:43][cH:44]1)=[O:50].[CH2:9]([c:10]1[cH:11][cH:12][cH:13][cH:14][cH:15]1)[CH3:16].[CH3:17][CH2:18][CH2:19][CH2:20][CH2:21][CH2:22][CH3:23].[CH:1]([N-:2][CH:3]([CH3:4])[CH3:5])([CH3:6])[CH3:7].[Cl-:67].[Li+:8].[NH4+:68].[O:69]1[CH2:70][CH2:71][CH2:72][CH2:73]1.[c:24]1([CH3:25])[cH:26][cH:27][cH:28][cH:29][cH:30]1.[c:51]1([N:57]([C:58](=[O:59])[Cl:60])[c:61]2[cH:62][cH:63][cH:64][cH:65][cH:66]2)[cH:52][cH:53][cH:54][cH:55][cH:56]1>>[C:31]([CH3:32])([CH3:33])([CH3:34])[O:35][C:36]([CH2:37][O:38][c:39]1[c:40]([CH3:49])[c:41]([C:45]#[C:46][CH2:47][O:48][C:58]([N:57]([c:51]2[cH:52][cH:53][cH:54][cH:55][cH:56]2)[c:61]2[cH:62][cH:63][cH:64][cH:65][cH:66]2)=[O:59])[cH:42][cH:43][cH:44]1)=[O:50].